From a dataset of the Open Reaction Database (ORD), a public repository of structured organic reaction records. describe an organic reaction: reactants, conditions, products, and yield The product is COCCC(=O)Nc1cnc2cc(Br)cnc2c1NCC(C)(C)O, Cl. The reactants are COCCC(=O)Cl, CC#N, ClC(Cl)Cl, CC(C)(O)CNc1c(N)cnc2cc(Br)cnc12. Reaction SMILES: [CH3:1][O:2][CH2:3][CH2:4][C:5](=[O:6])[Cl:7].[CH3:30][C:31]#[N:32].[CH:26]([Cl:27])([Cl:28])[Cl:29].[NH2:8][c:9]1[cH:10][n:11][c:12]2[cH:13][c:14]([Br:25])[cH:15][n:16][c:17]2[c:18]1[NH:19][CH2:20][C:21]([CH3:22])([OH:23])[CH3:24]>>[CH3:1][O:2][CH2:3][CH2:4][C:5](=[O:6])[NH:8][c:9]1[cH:10][n:11][c:12]2[cH:13][c:14]([Br:25])[cH:15][n:16][c:17]2[c:18]1[NH:19][CH2:20][C:21]([CH3:22])([OH:23])[CH3:24].[ClH:7].